This data is from the Open Reaction Database (ORD), a public repository of structured organic reaction records. The task is: describe an organic reaction: reactants, conditions, products, and yield Starting materials: C(C=C)[Si](C(C)C)(C(C)C)C(C)C (allyltriisopropylsilane), C(CCC=C)(=O)O (4-pentenoic acid), ClCCl (dichloromethane), CCCCCC (hexane). Reagents/catalysts: CC1=CC(=C(C(=C1)C)N2CCN(C2=[Ru](=CC3=C(C=CC=C3)OC(C)C)(Cl)Cl)C4=C(C=C(C=C4C)C)C)C (Hoveyda-Grubbs' catalyst). The solvent is CCOCC (ether). Reaction conditions: temperature 40 celsius. Yields the product C(C)(C)[Si](CC=CCCC(=O)O)(C(C)C)C(C)C (6-(triisopropylsilyl)-hex-4-enoic acid). The yield is 95.4%. As a reaction SMILES: [CH2:1]([Si:4]([CH:11]([CH3:13])[CH3:12])([CH:8]([CH3:10])[CH3:9])[CH:5]([CH3:7])[CH3:6])[CH:2]=[CH2:3].[C:14]([OH:20])(=[O:19])[CH2:15][CH2:16]C=C.ClCCl.CCCCCC>CC1C=C(C)C(N2C(=[Ru](Cl)(Cl)=CC3C=CC=CC=3OC(C)C)N(C3C(C)=CC(C)=CC=3C)CC2)=C(C)C=1.CCOCC>[CH:11]([Si:4]([CH:5]([CH3:6])[CH3:7])([CH:8]([CH3:10])[CH3:9])[CH2:1][CH:2]=[CH:3][CH2:16][CH2:15][C:14]([OH:20])=[O:19])([CH3:13])[CH3:12]. Reported procedure: A flame dried round-bottomed flask was charged with allyltriisopropylsilane (0.722 mL, 3 mmol, 3 eq), 4-pentenoic acid (0.102 mL, 1 mmol, 1 eq) and dichloromethane (3 nmL). Hoveyda-Grubbs' catalyst (5 mol %, 31 mg) was subsequently added as a solid and the reaction was heated to reflux (40° C.) and left to stir under an atmosphere of argon. After 3 days the reaction was concentrated under reduced pressure to give a dark brown oil. Column chromatography (100% hexane to remove remaining silane, th... Starting materials: O (water), NC1=CC=C2COC(C2=C1)=C1C(NC2=CC=C(C=C12)Cl)=O (3-(6-amino-3H-isobenzofuran-1-ylidene)-5-chloro-1,3-dihydro-indol-2-one), N1=CC=CC=C1 (pyridine), CS(=O)(=O)Cl (methanesulfonyl chloride). The solvent is C1CCOC1 (THF). Run at time 16 hour. Product: ClC=1C=C2C(C(NC2=CC1)=O)=C1OCC2=CC=C(C=C12)NS(=O)(=O)C (N-[3-(5-chloro-2-oxo-1,2-dihydro-indol-3-ylidene)-1,3-dihydro-isobenzofuran-5-yl]-methanesulfonamide). The yield is 80.4%. As a reaction SMILES: [NH2:1][C:2]1[CH:10]=[C:9]2[C:5]([CH2:6][O:7][C:8]2=[C:11]2[C:19]3[C:14](=[CH:15][CH:16]=[C:17]([Cl:20])[CH:18]=3)[NH:13][C:12]2=[O:21])=[CH:4][CH:3]=1.N1C=CC=CC=1.[CH3:28][S:29](Cl)(=[O:31])=[O:30].O>C1COCC1>[Cl:20][C:17]1[CH:18]=[C:19]2[C:14](=[CH:15][CH:16]=1)[NH:13][C:12](=[O:21])[C:11]2=[C:8]1[C:9]2[C:5](=[CH:4][CH:3]=[C:2]([NH:1][S:29]([CH3:28])(=[O:31])=[O:30])[CH:10]=2)[CH2:6][O:7]1. Reported procedure: A mixture of 3-(6-amino-3H-isobenzofuran-1-ylidene)-5-chloro-1,3-dihydro-indol-2-one (100 mg, 0.33 mmol), pyridine (1 ml) and methanesulfonyl chloride (76 mg, 0.66 mmol) in THF (3.5 ml) was stirred for 16 hours, and was then poured into water (100 ml). The solid was filtered, washed with water and dried under vacuum to give a crude product. The crude product was triturated with MeOH/water to provide N-[3-(5-chloro-2-oxo-1,2-dihydro-indol-3-ylidene)-1,3-dihydro-isobenzofuran-5-yl]-methanesulfonam... Starting materials: CC1=C(C=CC=2C(OCC21)=O)C(C(=O)O)C (2-(4-methyl-1-oxo-1,3-dihydro-2-benzofuran-5-yl)propanoic acid). Run in C1CCOC1 (THF), C1CCOC1 (THF). Run at time 3 hour. Product: OCC(C)C1=C(C2=C(C(OC2)=O)C=C1)C (5-(2-hydroxy-1-methylethyl)-4-methyl-2-benzofuran-1(3H)-one). Reaction SMILES: [CH3:1][C:2]1[C:10]2[CH2:9][O:8][C:7](=[O:11])[C:6]=2[CH:5]=[CH:4][C:3]=1[CH:12]([CH3:16])[C:13](O)=[O:14]>C1COCC1>[OH:14][CH2:13][CH:12]([C:3]1[CH:4]=[CH:5][C:6]2[C:7](=[O:11])[O:8][CH2:9][C:10]=2[C:2]=1[CH3:1])[CH3:16]. Reported procedure: To a solution of 2-(4-methyl-1-oxo-1,3-dihydro-2-benzofuran-5-yl)propanoic acid (300 mg, 1.4 mmol) in 18 mL of anhydrous THF was added BH3. THF (2 mL, 2 mmol) dropwise at 0° C. Then the mixture was warmed to room temperature slowly and then stirred for 3 hours. Then the mixture was quenched with MeOH and the solvent was removed under vacuum. The residue was the purified via prep-TLC to give 5-(2-hydroxy-1-methylethyl)-4-methyl-2-benzofuran-1(3H)-one. Starting materials: ClC=1N=C(NC1CC)C(=O)O (4-chloro-5-ethyl-1H-imidazole-2-carboxylic acid), S(=O)(Cl)Cl (thionyl chloride), NC1=CC=C(C=C1)C=1OC(=C(N1)C(=O)OCC)CC (ethyl 2-(4-aminophenyl)-5-ethyl-1,3-oxazole-4-carboxylate). Solvent: N1=CC=CC=C1 (pyridine). The product is ClC=1N=C(NC1CC)C(=O)NC1=CC=C(C=C1)C=1OC(=C(N1)C(=O)OCC)CC (Ethyl 2-(4-{[(4-chloro-5-ethyl-1H-imidazol-2-yl)carbonyl]amino}phenyl)-5-ethyl-1,3-oxazole-4-carboxylate). Isolated yield 71.7%. RXN SMILES: [Cl:1][C:2]1[N:3]=[C:4]([C:9]([OH:11])=O)[NH:5][C:6]=1[CH2:7][CH3:8].S(Cl)(Cl)=O.[NH2:16][C:17]1[CH:22]=[CH:21][C:20]([C:23]2[O:24][C:25]([CH2:33][CH3:34])=[C:26]([C:28]([O:30][CH2:31][CH3:32])=[O:29])[N:27]=2)=[CH:19][CH:18]=1>N1C=CC=CC=1>[Cl:1][C:2]1[N:3]=[C:4]([C:9]([NH:16][C:17]2[CH:18]=[CH:19][C:20]([C:23]3[O:24][C:25]([CH2:33][CH3:34])=[C:26]([C:28]([O:30][CH2:31][CH3:32])=[O:29])[N:27]=3)=[CH:21][CH:22]=2)=[O:11])[NH:5][C:6]=1[CH2:7][CH3:8]. Procedure: The same operation as in Example (91c) was performed using 4-chloro-5-ethyl-1H-imidazole-2-carboxylic acid (0.21 g, 1.2 mmol), thionyl chloride (5 mL), ethyl 2-(4-aminophenyl)-5-ethyl-1,3-oxazole-4-carboxylate obtained in Example (99b) (0.2 g, 0.77 mmol) and pyridine (5 mL), to obtain 0.23 g of the title compound as a light pink solid (72%).